Dataset: the Open Reaction Database (ORD), a public repository of structured organic reaction records. Task: describe an organic reaction: reactants, conditions, products, and yield Reactants: CC(C)S(=O)(=O)NC1CCCC1Oc1ccc(Br)cc1, NC1CCCC1Oc1ccc(Br)c(F)c1. Product: CC(C)S(=O)(=O)NC1CCCC1Oc1ccc(Br)c(F)c1. RXN SMILES: [Br:1][c:2]1[cH:3][cH:4][c:5]([O:6][CH:7]2[CH:8]([NH:12][S:13](=[O:14])(=[O:15])[CH:16]([CH3:17])[CH3:18])[CH2:9][CH2:10][CH2:11]2)[cH:19][cH:20]1.[Br:21][c:22]1[cH:23][cH:24][c:25]([O:26][CH:27]2[CH2:28][CH2:29][CH2:30][CH:31]2[NH2:32])[cH:33][c:34]1[F:35]>>[Br:1][c:2]1[cH:3][cH:4][c:5]([O:6][CH:7]2[CH:8]([NH:12][S:13](=[O:14])(=[O:15])[CH:16]([CH3:17])[CH3:18])[CH2:9][CH2:10][CH2:11]2)[cH:19][c:20]1[F:35]. Starting materials: CCN(CC)S(F)(F)F, Cn1nc(-c2c(F)cccc2Cl)nc1C(O)c1ccc(Oc2ncc(C(F)(F)F)cc2Cl)cc1, O, c1ccccc1. Yields the product Cn1nc(-c2c(F)cccc2Cl)nc1C(F)c1ccc(Oc2ncc(C(F)(F)F)cc2Cl)cc1. RXN SMILES: [CH2:35]([N:36]([S:37]([F:38])([F:39])[F:41])[CH2:40][CH3:42])[CH3:43].[Cl:1][c:2]1[c:3]([O:12][c:13]2[cH:14][cH:15][c:16]([CH:17]([OH:18])[c:19]3[n:20][c:21](-[c:25]4[c:26]([Cl:32])[cH:27][cH:28][cH:29][c:30]4[F:31])[n:22][n:23]3[CH3:24])[cH:33][cH:34]2)[n:4][cH:5][c:6]([C:8]([F:9])([F:10])[F:11])[cH:7]1.[OH2:44].[cH:45]1[cH:46][cH:47][cH:48][cH:49][cH:50]1>>[Cl:1][c:2]1[c:3]([O:12][c:13]2[cH:14][cH:15][c:16]([CH:17]([c:19]3[n:20][c:21](-[c:25]4[c:26]([Cl:32])[cH:27][cH:28][cH:29][c:30]4[F:31])[n:22][n:23]3[CH3:24])[F:41])[cH:33][cH:34]2)[n:4][cH:5][c:6]([C:8]([F:9])([F:10])[F:11])[cH:7]1. Reactants: [H-].[Na+] (Sodium hydride), BrC=1C=NC(=NC1)CN ((5-bromopyrimidin-2-yl)methylamine), CN(C)C=O (DMF), CS(=O)(=O)Cl (Methanesulphonyl chloride). Run at time 30 minute. The product is BrC=1C=NC(=NC1)N(S(=O)(=O)C)C (N-(5-Bromopyrimidin-2-yl)-N-methylmethanesulfonamide). Reaction SMILES: [H-].[Na+].[Br:3][C:4]1[CH:5]=[N:6][C:7](CN)=[N:8][CH:9]=1.[CH3:12][S:13](Cl)(=[O:15])=[O:14].[CH3:17][N:18](C=O)C>>[Br:3][C:4]1[CH:9]=[N:8][C:7]([N:18]([CH3:17])[S:13]([CH3:12])(=[O:15])=[O:14])=[N:6][CH:5]=1 |f:0.1|. Procedure: Sodium hydride (0.22 g, 60% in oil) was added to a solution of (5-bromopyrimidin-2-yl)methylamine (0.85 g) in DMF (10 ml) at 0° C. and stirred for 30 min. Methanesulphonyl chloride (0.62 g) was added dropwise, the mixture warmed to RT and stirred for a further 2 h. The reaction was quenched with water and then extracted with EtOAc. The organics were washed with water, dried, and evaporated under reduced pressure. The residue was purified by chromatography on silica eluting with 1% methanol/DCM. ... Conditions: time 1 day. Reported procedure: tert-Butyl N-[cyclohexyl(imino)methyl]glycinate (830 mg) was dissolved in a solution (10%, 15 ml) of trifluoroacetic acid in 1,2-dichloroethane and the mixture was stirred at room temperature for 1 day. The reaction mixture was concentrated under reduced pressure. The residue was suspended in toluene, phosphorus oxychloride (3.21 ml) was added and the mixture was stirred at 80° C. for 30 min. DMF (2.67 ml) was added and the mixture was stirred at 100° C. for 5 hr. The reaction mixture was ice-co... Reaction SMILES: [CH:1]1([C:7](=[NH:17])[NH:8][CH2:9][C:10](OC(C)(C)C)=[O:11])[CH2:6][CH2:5][CH2:4][CH2:3][CH2:2]1.[Cl:18][CH2:19]CCl>FC(F)(F)C(O)=O>[Cl:18][C:19]1[N:17]=[C:7]([CH:1]2[CH2:6][CH2:5][CH2:4][CH2:3][CH2:2]2)[NH:8][C:9]=1[CH:10]=[O:11]. Run in FC(C(=O)O)(F)F (trifluoroacetic acid). The reactants are C1(CCCCC1)C(NCC(=O)OC(C)(C)C)=N (tert-Butyl N-[cyclohexyl(imino)methyl]glycinate), ClCCCl (1,2-dichloroethane). Yields the product ClC=1N=C(NC1C=O)C1CCCCC1 (4-chloro-2-cyclohexyl-1H-imidazole-5-carbaldehyde). Starting materials: CC(C)CC(B1OC2CC3CC(C3(C)C)C2(C)O1)N([Si](C)(C)C)[Si](C)(C)C, CCOCC, Cl, C1COCCO1. Product: Cl, CC(C)CC(N)B1OC2CC3CC(C3(C)C)C2(C)O1. RXN SMILES: [CH3:1][Si:2]([N:3]([Si:6]([CH3:7])([CH3:26])[CH3:27])[CH:8]([CH2:9][CH:10]([CH3:11])[CH3:12])[B:13]1[O:14][C:15]2([CH3:25])[CH:16]([O:17]1)[CH2:18][CH:19]1[C:20]([CH3:23])([CH3:24])[CH:21]2[CH2:22]1)([CH3:4])[CH3:5].[CH3:35][CH2:36][O:37][CH2:38][CH3:39].[ClH:28].[O:29]1[CH2:30][CH2:31][O:32][CH2:33][CH2:34]1>>[ClH:28].[NH2:3][CH:8]([CH2:9][CH:10]([CH3:11])[CH3:12])[B:13]1[O:14][C:15]2([CH3:25])[CH:16]([O:17]1)[CH2:18][CH:19]1[C:20]([CH3:23])([CH3:24])[CH:21]2[CH2:22]1. Starting materials: [I-].[Na+] (sodium iodide), C(C(C)(C)C)(=O)NC=1SC=C(N1)CCl (2-pivaloylamino-4-chloromethylthiazole), N1CCC(CC1)C1=CNC2=CC=CC=C12 (3-(4-piperidyl)indole), C(O)([O-])=O.[Na+] (sodium hydrogen carbonate). Solvent: CN(C=O)C (N,N-dimethylformamide). Yields the product N1C=C(C2=CC=CC=C12)C1CCN(CC1)CC=1N=C(SC1)NC(C(C)(C)C)=O (4-[4-(3-indolyl)piperidinomethyl]-2-pivaloylaminothiazole). The yield is 41.6%. RXN SMILES: [C:1]([NH:7][C:8]1[S:9][CH:10]=[C:11]([CH2:13]Cl)[N:12]=1)(=[O:6])[C:2]([CH3:5])([CH3:4])[CH3:3].[NH:15]1[CH2:20][CH2:19][CH:18]([C:21]2[C:29]3[C:24](=[CH:25][CH:26]=[CH:27][CH:28]=3)[NH:23][CH:22]=2)[CH2:17][CH2:16]1.C(=O)([O-])O.[Na+].[I-].[Na+]>CN(C)C=O>[NH:23]1[C:24]2[C:29](=[CH:28][CH:27]=[CH:26][CH:25]=2)[C:21]([CH:18]2[CH2:19][CH2:20][N:15]([CH2:13][C:11]3[N:12]=[C:8]([NH:7][C:1](=[O:6])[C:2]([CH3:5])([CH3:4])[CH3:3])[S:9][CH:10]=3)[CH2:16][CH2:17]2)=[CH:22]1 |f:2.3,4.5|. Procedure: A mixture of 2-pivaloylamino-4-chloromethylthiazole (0.42 g), 3-(4-piperidyl)indole (0.34 g), sodium hydrogen carbonate (0.23 g), N,N-dimethylformamide (4.2 ml) and a trace amount of sodium iodide was stirred at 50° C. for 2 hours. The insoluble material was filtered off and the filtrate was washed with a mixture of chloroform and methanol (10:1 V/V). The washings and the filtrate were combined and concentrated under reduced pressure. The residue was subjected to column chromatography on silica ... The reactants are CN(C)CCBr, Br, O=[N+]([O-])c1cccc(-c2c[nH]nc2OCc2ccccc2)c1, CN(C)C=O, [H-], [Na+], O. Product: CN(C)CCn1cc(-c2cccc([N+](=O)[O-])c2)c(OCc2ccccc2)n1. As a reaction SMILES: [Br:26][CH2:27][CH2:28][N:29]([CH3:30])[CH3:31].[BrH:25].[CH2:1]([c:2]1[cH:3][cH:4][cH:5][cH:6][cH:7]1)[O:8][c:9]1[n:10][nH:11][cH:12][c:13]1-[c:14]1[cH:15][c:16]([N+:20](=[O:21])[O-:22])[cH:17][cH:18][cH:19]1.[CH3:33][N:34]([CH3:35])[CH:36]=[O:37].[H-:23].[Na+:24].[OH2:32]>>[CH2:1]([c:2]1[cH:3][cH:4][cH:5][cH:6][cH:7]1)[O:8][c:9]1[n:10][n:11]([CH2:27][CH2:28][N:29]([CH3:30])[CH3:31])[cH:12][c:13]1-[c:14]1[cH:15][c:16]([N+:20](=[O:21])[O-:22])[cH:17][cH:18][cH:19]1. Starting materials: CNC(C)C\C=C\C=1C=NC=C(C1)Br ((4E)-N-Methyl-5-(5-bromo-3-pyridyl)-4-penten-2-amine), BrC=1C=C(C=NC1)/C=C/CC(C)O ((4E)-5-(5-bromo-3-pyridyl)-4-penten-2-ol), C1(=CC=C(C=C1)S(=O)(=O)Cl)C (p-toluenesulfonyl chloride). The solvent is N1=CC=CC=C1 (pyridine). Conditions: time 24 hour. The product is C1(=CC=C(C=C1)S(=O)(=O)OC(C)C\C=C\C=1C=NC=C(C1)Br)C ((4E)-5-(5-bromo-3-pyridyl)-4-penten-2-ol p-toluenesulfonate). RXN SMILES: CNC(C/C=C/C1C=NC=C(Br)C=1)C.[Br:15][C:16]1[CH:17]=[C:18](/[CH:22]=[CH:23]/[CH2:24][CH:25]([OH:27])[CH3:26])[CH:19]=[N:20][CH:21]=1.[C:28]1([CH3:38])[CH:33]=[CH:32][C:31]([S:34](Cl)(=[O:36])=[O:35])=[CH:30][CH:29]=1>N1C=CC=CC=1>[C:28]1([CH3:38])[CH:33]=[CH:32][C:31]([S:34]([O:27][CH:25]([CH2:24]/[CH:23]=[CH:22]/[C:18]2[CH:19]=[N:20][CH:21]=[C:16]([Br:15])[CH:17]=2)[CH3:26])(=[O:36])=[O:35])=[CH:30][CH:29]=1. Procedure details: A mixture of 3,5-dibromopyridine (23.60 g, 100.0 mmol), 4-penten-2-ol (10.8 g, 125.0 mmol), palladium(II) acetate (230 mg, 1.02 mmol), tri-o-tolylphosphine (1.20 g, 3.94 mmol), triethylamine (29.7 mL, 213.45 mmol), and acetonitrile (40 mL) was heated in a sealed glass tube at 140° C. for 14 h. The reaction mixture was cooled to ambient temperature, diluted with water, and extracted with chloroform (3×200 mL). The combined chloroform extracts were dried over sodium sulfate and filtered. Removal o... Starting materials: COc1ccc(C2OCC3CC(n4ccc5c(S(=O)(=O)Cc6ccccc6)ncnc54)CC3O2)cc1, CCO, CCN(C(C)C)C(C)C, NC1CCc2ccccc21. The product is COc1ccc(C2OCC3CC(n4ccc5c(NC6CCc7ccccc76)ncnc54)CC3O2)cc1. As a reaction SMILES: [CH2:1]([S:2](=[O:3])(=[O:4])[c:11]1[c:12]2[c:13]([n:14][cH:15][n:16]1)[n:17]([CH:20]1[CH2:21][CH:22]3[CH:23]([O:24][CH:25]([c:28]4[cH:29][cH:30][c:31]([O:34][CH3:35])[cH:32][cH:33]4)[O:26][CH2:27]3)[CH2:36]1)[cH:18][cH:19]2)[c:5]1[cH:6][cH:7][cH:8][cH:9][cH:10]1.[CH3:56][CH2:57][OH:58].[CH:47]([N:48]([CH2:49][CH3:50])[CH:51]([CH3:52])[CH3:53])([CH3:54])[CH3:55].[NH2:37][CH:38]1[CH2:39][CH2:40][c:41]2[cH:42][cH:43][cH:44][cH:45][c:46]21>>[c:11]1([NH:37][CH:38]2[CH2:39][CH2:40][c:41]3[cH:42][cH:43][cH:44][cH:45][c:46]32)[c:12]2[c:13]([n:14][cH:15][n:16]1)[n:17]([CH:20]1[CH2:21][CH:22]3[CH:23]([O:24][CH:25]([c:28]4[cH:29][cH:30][c:31]([O:34][CH3:35])[cH:32][cH:33]4)[O:26][CH2:27]3)[CH2:36]1)[cH:18][cH:19]2. Reactants: Cc1cccc(CO)n1, CCOC(=O)CCc1ccc(OCc2cccc(-c3c(C)cc(O)cc3C)c2)cc1F, CC(C)OC(=O)N=NC(=O)OC(C)C, C1CCOC1, c1ccc(P(c2ccccc2)c2ccccc2)cc1. The product is CCOC(=O)CCc1ccc(OCc2cccc(-c3c(C)cc(OCc4cccc(C)n4)cc3C)c2)cc1F. Reaction SMILES: [CH3:32][c:33]1[cH:34][cH:35][cH:36][c:37]([CH2:39][OH:40])[n:38]1.[F:1][c:2]1[c:3]([CH2:25][CH2:26][C:27](=[O:28])[O:29][CH2:30][CH3:31])[cH:4][cH:5][c:6]([O:8][CH2:9][c:10]2[cH:11][c:12](-[c:16]3[c:17]([CH3:24])[cH:18][c:19]([OH:23])[cH:20][c:21]3[CH3:22])[cH:13][cH:14][cH:15]2)[cH:7]1.[O:60]=[C:61]([O:62][CH:63]([CH3:64])[CH3:65])[N:66]=[N:67][C:68]([O:69][CH:70]([CH3:71])[CH3:72])=[O:73].[O:74]1[CH2:75][CH2:76][CH2:77][CH2:78]1.[c:41]1([P:42]([c:43]2[cH:44][cH:45][cH:46][cH:47][cH:48]2)[c:49]2[cH:50][cH:51][cH:52][cH:53][cH:54]2)[cH:55][cH:56][cH:57][cH:58][cH:59]1>>[F:1][c:2]1[c:3]([CH2:25][CH2:26][C:27](=[O:28])[O:29][CH2:30][CH3:31])[cH:4][cH:5][c:6]([O:8][CH2:9][c:10]2[cH:11][c:12](-[c:16]3[c:17]([CH3:24])[cH:18][c:19]([O:23][CH2:39][c:37]4[cH:36][cH:35][cH:34][c:33]([CH3:32])[n:38]4)[cH:20][c:21]3[CH3:22])[cH:13][cH:14][cH:15]2)[cH:7]1.